From a dataset of the Open Reaction Database (ORD), a public repository of structured organic reaction records. describe an organic reaction: reactants, conditions, products, and yield The reactants are CI, CCOC(C)=O, [H-], [Na+], C1CCOC1, O=C(OCc1ccccc1)N1CCC(O)CC1. Yields the product COC1CCN(C(=O)OCc2ccccc2)CC1. Reaction SMILES: [CH3:25][I:26].[CH3:27][CH2:28][O:29][C:30](=[O:31])[CH3:32].[H-:23].[Na+:24].[O:1]1[CH2:2][CH2:5][CH2:4][CH2:3]1.[OH:6][CH:7]1[CH2:8][CH2:9][N:10]([C:13](=[O:14])[O:15][CH2:16][c:17]2[cH:18][cH:19][cH:20][cH:21][cH:22]2)[CH2:11][CH2:12]1>>[CH3:2][O:6][CH:7]1[CH2:8][CH2:9][N:10]([C:13](=[O:14])[O:15][CH2:16][c:17]2[cH:18][cH:19][cH:20][cH:21][cH:22]2)[CH2:11][CH2:12]1. Reactants: BrCCBr, CCO, [K+], [OH-], O=Cc1ccc(O)cc1. Yields the product O=Cc1ccc(OCCBr)cc1. RXN SMILES: [Br:12][CH2:13][CH2:14][Br:15].[CH3:16][CH2:17][OH:18].[K+:2].[OH-:1].[OH:3][c:4]1[cH:5][cH:6][c:7]([CH:8]=[O:9])[cH:10][cH:11]1>>[O:3]([c:4]1[cH:5][cH:6][c:7]([CH:8]=[O:9])[cH:10][cH:11]1)[CH2:14][CH2:13][Br:12]. Reactants: C1(=CC=C(C=C1)S(=O)(=O)Cl)C (p-toluenesulfonyl chloride), C(C)OCC (diethyl ether), N[C@@H](C)C(=O)O (L-alanine). Solvent: [OH-].[Na+] (sodium hydroxide). Reaction conditions: temperature 4 celsius, time 4 hour. Yields the product C=1(C(=CC=CC1)S(=O)(=O)N[C@@H](C)C(=O)O)C (N-toluenesulfonyl-L-alanine). RXN SMILES: [NH2:1][C@H:2]([C:4]([OH:6])=[O:5])[CH3:3].[C:7]1(C)[CH:12]=[CH:11][C:10]([S:13](Cl)(=[O:15])=[O:14])=[CH:9][CH:8]=1.[CH2:18](OCC)C>[OH-].[Na+]>[C:9]1([CH3:18])[C:10]([S:13]([NH:1][C@H:2]([C:4]([OH:6])=[O:5])[CH3:3])(=[O:14])=[O:15])=[CH:11][CH:12]=[CH:7][CH:8]=1 |f:3.4|. Procedure: 0.01 mol of L-alanine were dissolved in 20 ml of 1-molar sodium hydroxide solution, a solution of 0.01 mol of p-toluenesulfonyl chloride in 10 ml of diethyl ether was added, and the mixture was vigorously stirred for 4 h. The ether phase was separated off, and the aqueous phase was acidified to pH 3 with concentrated hydrochloric acid. The crude n-toluenesulfonyl-1-alanine started to crystallize (cooling to 4° C. where necessary) and was filtered off and recrystallized from 60% by volume aqueous...